This data is from the Open Reaction Database (ORD), a public repository of structured organic reaction records. The task is: describe an organic reaction: reactants, conditions, products, and yield The reactants are CN1CCCC1=O, O=c1oc2cccc(O)c2c2ccc([N+](=O)[O-])cc12. The product is Nc1ccc2c(c1)c(=O)oc1cccc(O)c12. As a reaction SMILES: [CH3:20][N:21]1[CH2:22][CH2:23][CH2:24][C:25]1=[O:26].[OH:1][c:2]1[c:3]2[c:4]3[c:5]([c:6](=[O:12])[o:7][c:8]2[cH:9][cH:10][cH:11]1)[cH:13][c:14]([N+:17]([O-:18])=[O:19])[cH:15][cH:16]3>>[OH:1][c:2]1[c:3]2[c:4]3[c:5]([c:6](=[O:12])[o:7][c:8]2[cH:9][cH:10][cH:11]1)[cH:13][c:14]([NH2:17])[cH:15][cH:16]3. Reactants: O=C1C(=CN=C2N1C=CC=C2)C#N (4-oxo-4H-pyrido[1,2-a]-pyrimidine-3-carbonitrile), [N-]=[N+]=[N-].[Na+] (sodium azide), [Cl-].[NH4+] (ammonium chloride). The solvent is CN(C=O)C (N,N-dimethylformamide). The product is N1N=NN=C1C1=CN=C2N(C1=O)C=CC=C2 (3-(1H-Tetrazol-5-yl)-4H-pyrido[1,2-a]pyrimidin-4-one). Isolated yield 19.1%. Reaction SMILES: [O:1]=[C:2]1[N:7]2[CH:8]=[CH:9][CH:10]=[CH:11][C:6]2=[N:5][CH:4]=[C:3]1[C:12]#[N:13].[N-:14]=[N+:15]=[N-:16].[Na+].[Cl-].[NH4+]>CN(C)C=O>[NH:14]1[C:12]([C:3]2[C:2](=[O:1])[N:7]3[CH:8]=[CH:9][CH:10]=[CH:11][C:6]3=[N:5][CH:4]=2)=[N:13][N:16]=[N:15]1 |f:1.2,3.4|. Procedure details: A stirred mixture of 4-oxo-4H-pyrido[1,2-a]-pyrimidine-3-carbonitrile (2.17 g., 0.0127 mole), sodium azide (0.911 g., 0.014 mole), and ammonium chloride (0.75 g., 0.014 mole) in N,N-dimethylformamide (20 ml.) was heated by means of an oil bath maintained at 120° for 19 hours. The solvent was removed and the residue treated with hot aqueous sodium bicarbonate. The mixture was filtered. The filtrate was acidified with acetic acid. The precipitate was collected and recrystallized from acetic acid t... Reactants: CN1C(SC(=C1SC)[N+](=O)[O-])=O (3-methyl-4-methylthio-5-nitro-2-thiazolone), ClC1=NC=C(C=C1)CNC (N-(2-chloro-5-pyridylmethyl)-N-methylamine). The solvent is C(C)O (ethanol). Product: ClC1=NC=C(C=C1)CN(C)C=1N(C(SC1[N+](=O)[O-])=O)C (4-[N-(2-chloro-5-pyridylmethyl)-N-methylamino]-3-methyl-5-nitro-2-thiazolone). The yield is 91.7%. RXN SMILES: [CH3:1][N:2]1[C:6](SC)=[C:5]([N+:9]([O-:11])=[O:10])[S:4][C:3]1=[O:12].[Cl:13][C:14]1[CH:19]=[CH:18][C:17]([CH2:20][NH:21][CH3:22])=[CH:16][N:15]=1>C(O)C>[Cl:13][C:14]1[CH:19]=[CH:18][C:17]([CH2:20][N:21]([C:6]2[N:2]([CH3:1])[C:3](=[O:12])[S:4][C:5]=2[N+:9]([O-:11])=[O:10])[CH3:22])=[CH:16][N:15]=1. Reported procedure: A mixture consisting of 3-methyl-4-methylthio-5-nitro-2-thiazolone (1.0 g), N-(2-chloro-5-pyridylmethyl)-N-methylamine (0.9 g) and ethanol (30 ml) was heat-refluxed for five hours and then cooled to room temperature to obtain the desired 4-[N-(2-chloro-5-pyridylmethyl)-N-methylamino]-3-methyl-5-nitro-2-thiazolone (1.4 g) having a melting point in the range from 147° to 148° C. in a crystal form. Reactants: BrC=1C=C2C(=NC1)C(C(N2)=O)(C)C (6-bromo-3,3-dimethyl-1H-pyrrolo[3,2-b]pyridin-2(3H)-one), [H-].[Na+] (NaH), CI (MeI). Solvent: CN(C)C=O (DMF). Reaction conditions: temperature 0 celsius, time 20 minute. Yields the product BrC=1C=C2C(=NC1)C(C(N2C)=O)(C)C (6-bromo-1,3,3-trimethyl-1H-pyrrolo[3,2-b]pyridin-2(3H)-one). Isolated yield 86.2%. As a reaction SMILES: [Br:1][C:2]1[CH:3]=[C:4]2[NH:10][C:9](=[O:11])[C:8]([CH3:13])([CH3:12])[C:5]2=[N:6][CH:7]=1.[H-].[Na+].[CH3:16]I>CN(C=O)C>[Br:1][C:2]1[CH:3]=[C:4]2[N:10]([CH3:16])[C:9](=[O:11])[C:8]([CH3:13])([CH3:12])[C:5]2=[N:6][CH:7]=1 |f:1.2|. Procedure: In a 25-mL, round-bottomed, single-necked flask was placed 6-bromo-3,3-dimethyl-1H-pyrrolo[3,2-b]pyridin-2(3H)-one (500 mg, 2.07 mmol) in DMF (5 mL). The mixture was cooled to 0° C. followed by an addition of NaH (60%, 99.55 mg, 2.49 mmol). The reaction mixture was stirred at 0° C. for 20 min. To this was added MeI (0.39 ml, 6.22 mmol) at 0° C. Then, it was slowly warmed to room temperature and stirred for 3 h. The reaction mixture was quenched with sat. NH4Cl (5 mL) and the organic layers were ... Starting materials: P(=O)(Cl)(Cl)Cl (Phosphorus oxychloride), C(C1=CC=CC=C1)ON=C(C(=O)O)C=1N=C(SC1)N (2-benzyloxyimino-2-(2-aminothiazol-4-yl)acetic acid), NC1[C@@H]2N(C(=C(CS2)CSC2=NN=NN2CC(=O)O)C(=O)O)C1=O (7-amino-3-(1-carboxymethyl-1H-tetrazol-5-yl)thiomethyl-3-cephem-4-carboxylic acid), C([O-])(O)=O.[Na+] (sodium bicarbonate), P(=O)(Cl)(Cl)Cl (Phosphorus oxychloride), Cl (hydrochloric acid), C[Si](C)(C)CC(=O)N (Trimethylsilylacetamide). Run in O1CCCC1 (tetrahydrofuran), O (water), CC(=O)C (acetone), CN(C=O)C (dimethylformamide), C(C)(C)O (isopropyl alcohol). Reaction conditions: temperature 0 celsius, time 15 minute. Yields the product C(C1=CC=CC=C1)ON=C(C(=O)NC1[C@@H]2N(C(=C(CS2)CSC2=NN=NN2CC(=O)O)C(=O)O)C1=O)C=1N=C(SC1)N (7-[2-benzyloxyimino-2-(2-aminothiazol-4-yl)acetamido]-3-(1-carboxymethyl-1H-tetrazol-5-yl)thiomethyl-3-cephem-4-carboxylic acid). The yield is 31.1%. As a reaction SMILES: P(Cl)(Cl)(Cl)=O.[CH2:6]([O:13][N:14]=[C:15]([C:19]1[N:20]=[C:21]([NH2:24])[S:22][CH:23]=1)[C:16]([OH:18])=O)[C:7]1[CH:12]=[CH:11][CH:10]=[CH:9][CH:8]=1.C[Si](CC(N)=O)(C)C.[NH2:33][CH:34]1[C:55](=[O:56])[N:36]2[C:37]([C:52]([OH:54])=[O:53])=[C:38]([CH2:41][S:42][C:43]3[N:47]([CH2:48][C:49]([OH:51])=[O:50])[N:46]=[N:45][N:44]=3)[CH2:39][S:40][C@H:35]12.C(=O)(O)[O-].[Na+].Cl>O.C(O)(C)C.CC(C)=O.CN(C)C=O.O1CCCC1>[CH2:6]([O:13][N:14]=[C:15]([C:19]1[N:20]=[C:21]([NH2:24])[S:22][CH:23]=1)[C:16]([NH:33][CH:34]1[C:55](=[O:56])[N:36]2[C:37]([C:52]([OH:54])=[O:53])=[C:38]([CH2:41][S:42][C:43]3[N:47]([CH2:48][C:49]([OH:51])=[O:50])[N:46]=[N:45][N:44]=3)[CH2:39][S:40][C@H:35]12)=[O:18])[C:7]1[CH:8]=[CH:9][CH:10]=[CH:11][CH:12]=1 |f:4.5|. Reported procedure: Phosphorus oxychloride (0.8 g) was added at 0° C. to a mixture of 2-benzyloxyimino-2-(2-aminothiazol-4-yl)acetic acid (syn isomer) (1.1 g) and dry tetrahydrofuran (11.0 ml), and the mixture was stirred for 15 minutes at 0° C. Trimethylsilylacetamide (0.7 g) was added thereto and it was stirred for 15 minutes. Phosphorus oxychloride (0.8 g) was added thereto and it was stirred for 15 minutes. To the resulting mixture was added dry dimethylformamide (0.4 g) and it was stirred for 30 minutes at 0°-...